describe an organic reaction: reactants, conditions, products, and yield From a dataset of the Open Reaction Database (ORD), a public repository of structured organic reaction records. Reactants: BrCCOC1=C2C=CC=C3C(C=4C5=C(OC4C(C=C1)=C32)C=CC=C5)=O (3-(2-bromoethoxy)-7-oxo-7H-benzo[b]phenaleno[2,1-d]furan), C(C)N (ethylamine), C(C)O (ethanol). Yields the product C(C)N(CCOC1=C2C=CC=C3C(C=4C5=C(OC4C(C=C1)=C32)C=CC=C5)=O)CC (3-(2-Diethylaminoethoxy)-7-oxo-7H-benzo[b]phenaleno[2,1-d]furan). RXN SMILES: Br[CH2:2][CH2:3][O:4][C:5]1[CH:19]=[CH:18][C:17]2=[C:20]3[C:6]=1[CH:7]=[CH:8][CH:9]=[C:10]3[C:11](=[O:25])[C:12]1[C:13]3[CH:24]=[CH:23][CH:22]=[CH:21][C:14]=3[O:15][C:16]=12.[CH2:26]([NH2:28])[CH3:27].[CH2:29](O)[CH3:30]>>[CH2:26]([N:28]([CH2:29][CH3:30])[CH2:2][CH2:3][O:4][C:5]1[CH:19]=[CH:18][C:17]2=[C:20]3[C:6]=1[CH:7]=[CH:8][CH:9]=[C:10]3[C:11](=[O:25])[C:12]1[C:13]3[CH:24]=[CH:23][CH:22]=[CH:21][C:14]=3[O:15][C:16]=12)[CH3:27]. Procedure: A suspension of 4.4. g. (11.2 mmol.) of 3-(2-bromoethoxy)-7-oxo-7H-benzo[b]phenaleno[2,1-d]furan and 10 ml. of ethylamine in 250 ml. of absolute ethanol was refluxed for 4 days. The reaction mixture was filtered while hot, the filtrate was evaporated to dryness and the semi-solid residue was dissolved in methylene chloride. The methylene chloride solution was extracted twice with dilute sodium hydroxide solution and once with water, dried (MgSO4) and evaporated to dryness to give a residue which... Yields the product CC(C)N1CCN(c2ccc(Nc3cc(Cl)ncc3F)c3c2CN(C)C3=O)CC1. The reactants are O=C([O-])[O-], CC1(C)c2cccc(P(c3ccccc3)c3ccccc3)c2Oc2c(P(c3ccccc3)c3ccccc3)cccc21, Fc1cnc(Cl)cc1I, [Cs+], [Cs+], CC(C)N1CCN(c2ccc(N)c3c2CN(C)C3=O)CC1, CC(=O)[O-], CC(=O)[O-], C1COCCO1, [Pd+2]. As a reaction SMILES: [C:1](=[O:2])([O-:3])[O-:4].[CH3:37][C:38]1([CH3:39])[c:40]2[cH:41][cH:42][cH:43][c:44]([P:45]([c:46]3[cH:47][cH:48][cH:49][cH:50][cH:51]3)[c:52]3[cH:53][cH:54][cH:55][cH:56][cH:57]3)[c:58]2[O:59][c:60]2[c:61]1[cH:62][cH:63][cH:64][c:65]2[P:66]([c:67]1[cH:68][cH:69][cH:70][cH:71][cH:72]1)[c:73]1[cH:74][cH:75][cH:76][cH:77][cH:78]1.[Cl:28][c:29]1[n:30][cH:31][c:32]([F:36])[c:33]([I:35])[cH:34]1.[Cs+:5].[Cs+:6].[NH2:7][c:8]1[cH:9][cH:10][c:11]([N:19]2[CH2:20][CH2:21][N:22]([CH:25]([CH3:26])[CH3:27])[CH2:23][CH2:24]2)[c:12]2[c:16]1[C:15](=[O:17])[N:14]([CH3:18])[CH2:13]2.[O-:86][C:87]([CH3:88])=[O:89].[O-:90][C:91]([CH3:92])=[O:93].[O:79]1[CH2:80][CH2:81][O:82][CH2:83][CH2:84]1.[Pd+2:85]>>[NH:7]([c:8]1[cH:9][cH:10][c:11]([N:19]2[CH2:20][CH2:21][N:22]([CH:25]([CH3:26])[CH3:27])[CH2:23][CH2:24]2)[c:12]2[c:16]1[C:15](=[O:17])[N:14]([CH3:18])[CH2:13]2)[c:33]1[c:32]([F:36])[cH:31][n:30][c:29]([Cl:28])[cH:34]1. Reactants: O=C1C(Cc2c(Cl)cc(OCc3ccccc3)cc2Cl)CCN1C1CCc2n[nH]cc2C1, CCO, [H][H], [OH-], [OH-], [Pd+2]. The product is O=C1C(Cc2c(Cl)cc(O)cc2Cl)CCN1C1CCc2n[nH]cc2C1. As a reaction SMILES: [CH2:1]([c:2]1[cH:3][cH:4][cH:5][cH:6][cH:7]1)[O:8][c:9]1[cH:10][c:11]([Cl:32])[c:12]([CH2:13][CH:14]2[C:15](=[O:28])[N:16]([CH:19]3[CH2:20][c:21]4[cH:22][nH:23][n:24][c:25]4[CH2:26][CH2:27]3)[CH2:17][CH2:18]2)[c:29]([Cl:31])[cH:30]1.[CH3:35][CH2:36][OH:37].[H:33][H:34].[OH-:38].[OH-:39].[Pd+2:40]>>[OH:8][c:9]1[cH:10][c:11]([Cl:32])[c:12]([CH2:13][CH:14]2[C:15](=[O:28])[N:16]([CH:19]3[CH2:20][c:21]4[cH:22][nH:23][n:24][c:25]4[CH2:26][CH2:27]3)[CH2:17][CH2:18]2)[c:29]([Cl:31])[cH:30]1.